Task: describe an organic reaction: reactants, conditions, products, and yield. Dataset: the Open Reaction Database (ORD), a public repository of structured organic reaction records The reactants are [Na+], [Na+], C1CCOC1, O=C(OO)c1cccc(Cl)c1, O=S([O-])([O-])=S, Cc1ccc(-c2cccc(C=CC(=O)Nc3ccc(-c4cccnc4)cc3)c2)cc1. The product is Cc1ccc(-c2cccc(C=CC(=O)Nc3ccc(-c4ccc[n+]([O-])c4)cc3)c2)cc1. As a reaction SMILES: [Na+:47].[Na+:48].[O:49]1[CH2:50][CH2:51][CH2:52][CH2:53]1.[OH:31][O:32][C:33]([c:34]1[cH:35][c:36]([Cl:37])[cH:38][cH:39][cH:40]1)=[O:41].[S:42]([O-:43])([O-:44])(=[O:45])=[S:46].[n:1]1[cH:2][c:3](-[c:7]2[cH:8][cH:9][c:10]([NH:13][C:14]([CH:15]=[CH:16][c:17]3[cH:18][c:19](-[c:23]4[cH:24][cH:25][c:26]([CH3:29])[cH:27][cH:28]4)[cH:20][cH:21][cH:22]3)=[O:30])[cH:11][cH:12]2)[cH:4][cH:5][cH:6]1>>[n+:1]1([O-:31])[cH:2][c:3](-[c:7]2[cH:8][cH:9][c:10]([NH:13][C:14]([CH:15]=[CH:16][c:17]3[cH:18][c:19](-[c:23]4[cH:24][cH:25][c:26]([CH3:29])[cH:27][cH:28]4)[cH:20][cH:21][cH:22]3)=[O:30])[cH:11][cH:12]2)[cH:4][cH:5][cH:6]1. The reactants are CC(C)CC(NC(=O)c1cc2ccccc2o1)C(=O)NC1CCCN(C(=O)OCc2ccccc2)CC1O, CCOC(C)=O, CO, [H][H]. Product: CC(C)CC(NC(=O)c1cc2ccccc2o1)C(=O)NC1CCCNCC1O. Reaction SMILES: [CH2:1]([O:2][C:3](=[O:4])[N:11]1[CH2:12][CH:13]([OH:38])[CH:14]([NH:18][C:19]([CH:20]([CH2:21][CH:22]([CH3:23])[CH3:24])[NH:25][C:26](=[O:27])[c:28]2[o:29][c:30]3[c:31]([cH:32]2)[cH:33][cH:34][cH:35][cH:36]3)=[O:37])[CH2:15][CH2:16][CH2:17]1)[c:5]1[cH:6][cH:7][cH:8][cH:9][cH:10]1.[CH3:39][CH2:40][O:41][C:42](=[O:43])[CH3:44].[CH3:47][OH:48].[H:45][H:46]>>[NH:11]1[CH2:12][CH:13]([OH:38])[CH:14]([NH:18][C:19]([CH:20]([CH2:21][CH:22]([CH3:23])[CH3:24])[NH:25][C:26](=[O:27])[c:28]2[o:29][c:30]3[c:31]([cH:32]2)[cH:33][cH:34][cH:35][cH:36]3)=[O:37])[CH2:15][CH2:16][CH2:17]1. Reactants: N#Cc1ccc(N2CCN(c3ccncc3)CC2)cc1, CCO, N. Product: NCc1ccc(N2CCN(c3ccncc3)CC2)cc1. As a reaction SMILES: [C:1](#[N:2])[c:3]1[cH:4][cH:5][c:6]([N:9]2[CH2:10][CH2:11][N:12]([c:15]3[cH:16][cH:17][n:18][cH:19][cH:20]3)[CH2:13][CH2:14]2)[cH:7][cH:8]1.[CH3:22][CH2:23][OH:24].[NH3:21]>>[CH2:1]([NH2:2])[c:3]1[cH:4][cH:5][c:6]([N:9]2[CH2:10][CH2:11][N:12]([c:15]3[cH:16][cH:17][n:18][cH:19][cH:20]3)[CH2:13][CH2:14]2)[cH:7][cH:8]1. The product is CCNCC1CCN(c2c(F)cc3c(=O)c(C(=O)O)cn(C4CC4)c3c2F)C1. The reactants are CCNCC1CCNC1, CC#N, O=C(O)c1cn(C2CC2)c2c(F)c(F)c(F)cc2c1=O. RXN SMILES: [CH2:21]([CH3:22])[NH:23][CH2:24][CH:25]1[CH2:26][NH:27][CH2:28][CH2:29]1.[CH3:30][C:31]#[N:32].[CH:1]1([n:4]2[cH:5][c:6]([C:18](=[O:19])[OH:20])[c:7](=[O:17])[c:8]3[cH:9][c:10]([F:16])[c:11]([F:15])[c:12]([F:14])[c:13]23)[CH2:2][CH2:3]1>>[CH:1]1([n:4]2[cH:5][c:6]([C:18](=[O:19])[OH:20])[c:7](=[O:17])[c:8]3[cH:9][c:10]([F:16])[c:11]([N:27]4[CH2:26][CH:25]([CH2:24][NH:23][CH2:21][CH3:22])[CH2:29][CH2:28]4)[c:12]([F:14])[c:13]23)[CH2:2][CH2:3]1. The reactants are C(C=C)N1C=C(C(C2=CC(=C(C=C12)Cl)F)=O)C(=O)O (1-allyl-6-fluoro-7-chloro-1,4-dihydro-4-oxoquinoline-3-carboxylic acid), N1CCNCC1 (piperazine). Run in N1=CC=CC=C1 (pyridine). The product is Cl.C(C=C)N1C(=C(C(C2=CC(=CC=C12)F)=O)C(=O)O)N1CCNCC1 (1-allyl-6-fluoro-1,4-dihydro-4-oxo-(1-piperazinyl)-quinoline-3-carboxylic acid hydrochloride). The yield is 26.1%. RXN SMILES: [CH2:1]([N:4]1[C:13]2[C:8](=[CH:9][C:10]([F:15])=[C:11]([Cl:14])[CH:12]=2)[C:7](=[O:16])[C:6]([C:17]([OH:19])=[O:18])=[CH:5]1)[CH:2]=[CH2:3].[NH:20]1[CH2:25][CH2:24][NH:23][CH2:22][CH2:21]1>N1C=CC=CC=1>[ClH:14].[CH2:1]([N:4]1[C:13]2[C:8](=[CH:9][C:10]([F:15])=[CH:11][CH:12]=2)[C:7](=[O:16])[C:6]([C:17]([OH:19])=[O:18])=[C:5]1[N:20]1[CH2:25][CH2:24][NH:23][CH2:22][CH2:21]1)[CH:2]=[CH2:3] |f:3.4|. Reported procedure: A mixture of 1-allyl-6-fluoro-7-chloro-1,4-dihydro-4-oxoquinoline-3-carboxylic acid 0.94 g, piperazine 2.9 g and 2 ml of pyridine was refluxed for 8 hours by heating. After cooling, the reaction mixture was evaporated under vacuum. The residue was dissolved in an aqueous solution of acetic acid and the insoluble matters were removed by filtration. The filtrate was neutralized with an aqueous solution of NaOH. The precipitated crystals were collected by filtration, washed with water and dried. Re... The reactants are C(C1=CC=CC=C1)OC(=O)N[C@H]1C(N(CC2=C(C1)C=CC=C2)CC2=CC=C(C=C2)C2=C(C=CC=C2)NC(=O)NC)=O (4(R)-Benzyloxycarbonylamino-2,3,4,5-tetrahydro-2-[[2'-[[(methylamino)carbonyl]amino][1,1'-biphenyl]-4-yl]-methyl]-1H-2-benzazepin-3-one), FC(C(=O)O)(F)F (trifluoroacetic acid). Reagents/catalysts: [Pd] (palladium on carbon). The solvent is C(C)O (ethanol). The product is N[C@H]1C(N(CC2=C(C1)C=CC=C2)CC2=CC=C(C=C2)C2=C(C=CC=C2)NC(=O)NC)=O (4(R)-Amino-2,3,4,5-tetrahydro-2-[[2'-[[(methylamino)carbonyl]amino][1,1'-biphenyl]-4-yl]methyl]-1H-2-benzazepin-3-one). Reaction SMILES: C(OC([NH:11][C@@H:12]1[CH2:18][C:17]2[CH:19]=[CH:20][CH:21]=[CH:22][C:16]=2[CH2:15][N:14]([CH2:23][C:24]2[CH:29]=[CH:28][C:27]([C:30]3[CH:35]=[CH:34][CH:33]=[CH:32][C:31]=3[NH:36][C:37]([NH:39][CH3:40])=[O:38])=[CH:26][CH:25]=2)[C:13]1=[O:41])=O)C1C=CC=CC=1.FC(F)(F)C(O)=O>C(O)C.[Pd]>[NH2:11][C@@H:12]1[CH2:18][C:17]2[CH:19]=[CH:20][CH:21]=[CH:22][C:16]=2[CH2:15][N:14]([CH2:23][C:24]2[CH:29]=[CH:28][C:27]([C:30]3[CH:35]=[CH:34][CH:33]=[CH:32][C:31]=3[NH:36][C:37]([NH:39][CH3:40])=[O:38])=[CH:26][CH:25]=2)[C:13]1=[O:41]. Procedure details: A solution of 310 mg (0.552 mmol) of the intermediate obtained in Step J in 5 mL of ethanol with 0.1 mL of trifluoroacetic acid was hydrogenated at 40 psi and ambient temperature in the presence of 100 mg of 10% palladium on carbon for 4 hours. The mixture was filtered through Celite and solvent removed under vacuum to give the product. 1H NMR (400 MHz, CD3OD): δ2.69 (s, 3H), 3.24 (m, 1H), 3.44 (dd; 6, 16 Hz; 1H), 4.11 (s, 2H), 4.13 (d, 17 Hz, 1H), 4.68 (d, 14 Hz, 1H), 4.86 (d, 14 Hz, 1H), 5.14 ... As a reaction SMILES: [Cl:1][c:2]1[cH:3][n:4][n:5]([CH3:35])[c:6]1-[c:7]1[c:8]([O:9][CH2:10][C:11](=[O:12])[O:13][C:14]([CH3:15])([CH3:16])[CH3:17])[cH:18][cH:19][c:20]([NH:22][C:23]([c:24]2[cH:25][c:26]([C:30]([F:31])([F:32])[F:33])[cH:27][cH:28][cH:29]2)=[O:34])[cH:21]1.[Cl:44][CH2:45][Cl:46].[OH2:36].[OH:37][C:38]([C:39]([F:40])([F:41])[F:42])=[O:43]>>[Cl:1][c:2]1[cH:3][n:4][n:5]([CH3:35])[c:6]1-[c:7]1[c:8]([O:9][CH2:10][C:11](=[O:12])[OH:13])[cH:18][cH:19][c:20]([NH:22][C:23]([c:24]2[cH:25][c:26]([C:30]([F:31])([F:32])[F:33])[cH:27][cH:28][cH:29]2)=[O:34])[cH:21]1. Reactants: Cn1ncc(Cl)c1-c1cc(NC(=O)c2cccc(C(F)(F)F)c2)ccc1OCC(=O)OC(C)(C)C, ClCCl, O, O=C(O)C(F)(F)F. Yields the product Cn1ncc(Cl)c1-c1cc(NC(=O)c2cccc(C(F)(F)F)c2)ccc1OCC(=O)O. Yields the product C12(CC3CC(CC(C1)C3)C2)C2=CC=C(C=C2)NC(C(=O)OCC)=O (Ethyl {[4-(adamantan-1-yl)phenyl]amino}(oxo)acetate). Reaction conditions: time 2 hour. Reactants: C12(CC3CC(CC(C1)C3)C2)C2=CC=C(N)C=C2 (4-(adamantan-1-yl)aniline), C([O-])([O-])=O.[K+].[K+] (potassium carbonate), ClC(C(=O)OCC)=O (ethyl chloroglyoxylate). Procedure: 5 mL of THF was added to 400 mg (1.76 mmol) of 4-(adamantan-1-yl)aniline, after which 292 mg (2.11 mmol) of potassium carbonate was added. 291 mg (1.94 mmol) of ethyl chloroglyoxylate was added at 0° C., and the mixture was stirred at room temperature for 2 hours. Thereafter, the mixture was filtered using silica gel, and the filtrate was condensed. The obtained crude product was then separated and purified by silica gel column chromatography, thereby quantitatively giving ethyl {[4-(adamantan-1... Solvent: C1CCOC1 (THF). As a reaction SMILES: [C:1]12([C:11]3[CH:17]=[CH:16][C:14]([NH2:15])=[CH:13][CH:12]=3)[CH2:10][CH:5]3[CH2:6][CH:7]([CH2:9][CH:3]([CH2:4]3)[CH2:2]1)[CH2:8]2.C(=O)([O-])[O-].[K+].[K+].Cl[C:25](=[O:31])[C:26]([O:28][CH2:29][CH3:30])=[O:27]>C1COCC1>[C:1]12([C:11]3[CH:12]=[CH:13][C:14]([NH:15][C:25](=[O:31])[C:26]([O:28][CH2:29][CH3:30])=[O:27])=[CH:16][CH:17]=3)[CH2:8][CH:7]3[CH2:9][CH:3]([CH2:4][CH:5]([CH2:6]3)[CH2:10]1)[CH2:2]2 |f:1.2.3|. Starting materials: CC(C)(C)[Si](Cl)(c1ccccc1)c1ccccc1, ClCCl, CN(C)C=O, CON(C)C(=O)C1CC(O)C1, c1c[nH]cn1. The product is CON(C)C(=O)C1CC(O[Si](c2ccccc2)(c2ccccc2)C(C)(C)C)C1. As a reaction SMILES: [C:12]([CH3:13])([CH3:14])([CH3:15])[Si:16]([c:17]1[cH:18][cH:19][cH:20][cH:21][cH:22]1)([c:23]1[cH:24][cH:25][cH:26][cH:27][cH:28]1)[Cl:29].[Cl:40][CH2:41][Cl:42].[O:35]=[CH:36][N:37]([CH3:38])[CH3:39].[OH:1][CH:2]1[CH2:3][CH:4]([C:6](=[O:7])[N:8]([CH3:9])[O:10][CH3:11])[CH2:5]1.[nH:30]1[cH:31][cH:32][n:33][cH:34]1>>[O:1]([CH:2]1[CH2:3][CH:4]([C:6](=[O:7])[N:8]([CH3:9])[O:10][CH3:11])[CH2:5]1)[Si:16]([C:12]([CH3:13])([CH3:14])[CH3:15])([c:17]1[cH:18][cH:19][cH:20][cH:21][cH:22]1)[c:23]1[cH:24][cH:25][cH:26][cH:27][cH:28]1. Reactants: C(C)(=O)OCC (ethyl acetate), C(C(O)C(O)C(=O)[O-])(=O)[O-].[K+].[Na+] (sodium potassium tartarate), O([Si](C1=CC=CC=C1)(C1=CC=CC=C1)C(C)(C)C)[C@H]1[C@@H]([C@@H]2[C@@H](OC(C2)=O)C1)CCC1(COC2=CC(=CC=C2)Cl)OCCO1 ((3aR,4R,5R,6aS)-5-(t-Butyldiphenylsiloxy)-4-[4-(3-chlorophenoxy)-3,3-(ethylenedioxy)butyl]-hexahydro-2H-cyclopenta[b]furan-2-one), solution, CC(C)C[AlH]CC(C)C (DIBAL-H). Solvent: C1(=CC=CC=C1)C (toluene), C1(=CC=CC=C1)C (toluene). Reaction conditions: time 3.5 hour. Product: O([Si](C1=CC=CC=C1)(C1=CC=CC=C1)C(C)(C)C)[C@H]1[C@@H]([C@@H]2[C@@H](OC(C2)O)C1)CCC1(COC2=CC(=CC=C2)Cl)OCCO1 ((3aR,4R,5R,6aS)-5-(t-Butyldiphenylsiloxy)-4-[4-(3-chlorophenoxy)-3,3-(ethylenedioxy)butyl]-hexahydro-2H-cyclopenta[b]furan-2-ol). Isolated yield 100.2%. RXN SMILES: [O:1]([C@@H:19]1[CH2:27][C@@H:22]2[O:23][C:24](=[O:26])[CH2:25][C@@H:21]2[C@H:20]1[CH2:28][CH2:29][C:30]1([O:43][CH2:42][CH2:41][O:40]1)[CH2:31][O:32][C:33]1[CH:38]=[CH:37][CH:36]=[C:35]([Cl:39])[CH:34]=1)[Si:2]([C:15]([CH3:18])([CH3:17])[CH3:16])([C:9]1[CH:14]=[CH:13][CH:12]=[CH:11][CH:10]=1)[C:3]1[CH:8]=[CH:7][CH:6]=[CH:5][CH:4]=1.CC(C[AlH]CC(C)C)C.C(OCC)(=O)C.C([O-])(=O)C(C(C([O-])=O)O)O.[K+].[Na+]>C1(C)C=CC=CC=1>[O:1]([C@@H:19]1[CH2:27][C@@H:22]2[O:23][CH:24]([OH:26])[CH2:25][C@@H:21]2[C@H:20]1[CH2:28][CH2:29][C:30]1([O:40][CH2:41][CH2:42][O:43]1)[CH2:31][O:32][C:33]1[CH:38]=[CH:37][CH:36]=[C:35]([Cl:39])[CH:34]=1)[Si:2]([C:15]([CH3:16])([CH3:18])[CH3:17])([C:3]1[CH:4]=[CH:5][CH:6]=[CH:7][CH:8]=1)[C:9]1[CH:14]=[CH:13][CH:12]=[CH:11][CH:10]=1 |f:3.4.5|. Reported procedure: To a solution of 11 (945 mg, 1.55 mmol) in toluene (11 mL) at −78° C. (bath temperature) was added a 1.5 M solution of DIBAL-H in toluene (3.0 mL, 4.5 mmol). After 3.5 h, ethyl acetate (10 mL) was added, the mixture was warmed to room temperature, saturated sodium potassium tartarate (20 mL) was added, and the thick solution was stirred for 30 min to break the emulsion. The layers were separated, the aqueous phase was extracted with ethyl acetate (2×30 mL), the combined organic layers were dried...